This data is from the Open Reaction Database (ORD), a public repository of structured organic reaction records. The task is: describe an organic reaction: reactants, conditions, products, and yield Starting materials: C(C=C)OC(COC1=C(C=C(C=C1)N)C(NCC1=C(C=C(C=C1)Br)F)=O)=O ([4-amino-2-(4-bromo-2-fluoro-benzylcarbamoyl)-phenoxy]-acetic acid allyl ester), N1=CC=CC=C1 (pyridine), C(C)(=O)OCC (ethyl acetate), C(C)(=O)OC(C)=O (acetic anhydride). As a reaction SMILES: [CH2:1]([O:4][C:5](=[O:27])[CH2:6][O:7][C:8]1[CH:13]=[CH:12][C:11]([NH2:14])=[CH:10][C:9]=1[C:15](=[O:26])[NH:16][CH2:17][C:18]1[CH:23]=[CH:22][C:21]([Br:24])=[CH:20][C:19]=1[F:25])[CH:2]=[CH2:3].N1C=CC=CC=1.[C:34](OC(=O)C)(=[O:36])[CH3:35].C(OCC)(=O)C>O1CCCC1>[CH2:1]([O:4][C:5](=[O:27])[CH2:6][O:7][C:8]1[CH:13]=[CH:12][C:11]([NH:14][C:34](=[O:36])[CH3:35])=[CH:10][C:9]=1[C:15](=[O:26])[NH:16][CH2:17][C:18]1[CH:23]=[CH:22][C:21]([Br:24])=[CH:20][C:19]=1[F:25])[CH:2]=[CH2:3]. The yield is 86.9%. Solvent: O1CCCC1 (tetrahydrofuran). Run at time 24 hour. Procedure details: A solution of [4-amino-2-(4-bromo-2-fluoro-benzylcarbamoyl)-phenoxy]-acetic acid allyl ester (0.13 g, 0.30 mmol) was dissolved in tetrahydrofuran (2 mL, 0.2 M) along with pyridine (0.05 mL, 0.05 g, 0.61 mmol). This mixture was cooled to 0° C. before treatment with acetic anhydride (0.10 mL, 0.098 g, 0.95 mmol). After stirring at room temperature for 24 h, the reaction mixture was diluted ethyl acetate and sucessively washed with 2 N HCl, saturated aq NaHCO3 and saturated aq NaCl. The organic lay... Product: C(C=C)OC(COC1=C(C=C(C=C1)NC(C)=O)C(NCC1=C(C=C(C=C1)Br)F)=O)=O ([4-acetylamino-2-(4-bromo-2-fluoro-benzylcarbamoyl)-phenoxy]-acetic acid allyl ester).